describe an organic reaction: reactants, conditions, products, and yield From a dataset of the Open Reaction Database (ORD), a public repository of structured organic reaction records. Reactants: C(C)(C)(C)C=1N=C(C=2C(N1)=NN(N2)CC)N2CC(CC2)(F)F (5-tert-Butyl-7-(3,3-difluoro-pyrrolidin-1-yl)-2-ethyl-2H-[1,2,3]triazolo[4,5-d]pyrimidine), C(C)(C)(C)C=1N=C(C2=C(N1)NN=N2)N2CC(CC2)(F)F (5-tert-butyl-7-(3,3-difluoropyrrolidin-1-yl)-3H-[1,2,3]triazolo[4,5-d]pyrimidine), ClCC1=CC(=NN1C)C (5-(chloromethyl)-1,3-dimethyl-1H-pyrazole). The product is C(C)(C)(C)C=1N=C(C=2C(N1)=NN(N2)CC=2N(N=C(C2)C)C)N2CC(CC2)(F)F (5-tert-Butyl-7-(3,3-difluoro-pyrrolidin-1-yl)-2-(2,5-dimethyl-2H-pyrazol-3-ylmethyl)-2H-[1,2,3]triazolo[4,5-d]pyrimidine). Reaction SMILES: [C:1]([C:5]1[N:6]=[C:7]([N:16]2[CH2:20][CH2:19][C:18]([F:22])([F:21])[CH2:17]2)[C:8]2[C:9](=[N:11][N:12]([CH2:14][CH3:15])[N:13]=2)[N:10]=1)([CH3:4])([CH3:3])[CH3:2].C(C1N=C(N2CCC(F)(F)C2)C2N=NNC=2N=1)(C)(C)C.ClC[C:45]1[N:49](C)[N:48]=[C:47]([CH3:51])[CH:46]=1>>[C:1]([C:5]1[N:6]=[C:7]([N:16]2[CH2:20][CH2:19][C:18]([F:21])([F:22])[CH2:17]2)[C:8]2[C:9](=[N:11][N:12]([CH2:14][C:15]3[N:49]([CH3:45])[N:48]=[C:47]([CH3:51])[CH:46]=3)[N:13]=2)[N:10]=1)([CH3:2])([CH3:3])[CH3:4]. Procedure: In analogy to the procedure described for the synthesis of 5-tert-butyl-7-(3,3-difluoro-pyrrolidin-1-yl)-2-ethyl-2H-[1,2,3]triazolo[4,5-d]pyrimidine (example 3, step b), the title compound was prepared from 5-tert-butyl-7-(3,3-difluoropyrrolidin-1-yl)-3H-[1,2,3]triazolo[4,5-d]pyrimidine and 5-(chloromethyl)-1,3-dimethyl-1H-pyrazole and isolated as light yellow gum. MS (m/e): 391.3 (MH+).